Dataset: the Open Reaction Database (ORD), a public repository of structured organic reaction records. Task: describe an organic reaction: reactants, conditions, products, and yield Starting materials: COC(CCCC(CBr)=O)=O (6-bromo-5-oxo-hexanoic acid methyl ester), C(=O)(OC(C)(C)C)NC(=N)N (Boc-guanidine), [Na+].[I-] (NaI). Run in CN(C)C=O (DMF), hexanes. Yields the product C(C)(C)(C)OC(=O)N1C(=NC(=C1)CCCC(=O)OC)N (2-amino-4-(3-methoxycarbonyl-propyl)-imidazole-1-carboxylic acid tert-butyl ester). The yield is 64.8%. As a reaction SMILES: [CH3:1][O:2][C:3](=[O:11])[CH2:4][CH2:5][CH2:6][C:7](=O)[CH2:8]Br.[C:12]([NH:19][C:20]([NH2:22])=[NH:21])([O:14][C:15]([CH3:18])([CH3:17])[CH3:16])=[O:13].[Na+].[I-]>CN(C=O)C>[C:15]([O:14][C:12]([N:19]1[CH:8]=[C:7]([CH2:6][CH2:5][CH2:4][C:3]([O:2][CH3:1])=[O:11])[N:21]=[C:20]1[NH2:22])=[O:13])([CH3:18])([CH3:16])[CH3:17] |f:2.3|. Procedure details: 6-bromo-5-oxo-hexanoic acid methyl ester (2.30 g, 10.3 mmol), Boc-guanidine (4.92 g, 30.9 mmol),32 and NaI (3.07 g, 20.6 mmol) were dissolved in DMF (30 mL) and allowed to stir at room temperature. After 24 h the DMF was removed under reduced pressure and the residue was taken up in ethyl acetate (100 mL) and washed with water (3×50 mL) and brine (50 mL) before being dried (Na2SO4), filtered and evaporated to dryness. The resulting oil was purified by flash column chromatography (50-100% EtOAc/H...